This data is from the Open Reaction Database (ORD), a public repository of structured organic reaction records. The task is: describe an organic reaction: reactants, conditions, products, and yield Procedure details: Ethyl N-(3,4-dichlorobenzyl)-4-hydroxymethylindole-2-carboxylate (5.17 g) and 2,3-dichloro-5,6-dicyanobenzoquinone (3.10 g) were stirred in dioxane (100 ml) at ambient temperature, overnight. The reaction mixture was concentrated in vacuo and the residue dissolved in dichloromethane (100 ml) and filtered. The filtrate was concentrated in vacuo and the residue purified by column chromatography using 10% ethyl acetate:iso-hexane as eluent to give product as a yellow solid (4.88 g, 95%); NMR δ(CD3S... The yield is 94.9%. Reaction SMILES: [Cl:1][C:2]1[CH:3]=[C:4]([CH:22]=[CH:23][C:24]=1[Cl:25])[CH2:5][N:6]1[C:14]2[C:9](=[C:10]([CH2:15][OH:16])[CH:11]=[CH:12][CH:13]=2)[CH:8]=[C:7]1[C:17]([O:19][CH2:20][CH3:21])=[O:18].ClC1C(=O)C(C#N)=C(C#N)C(=O)C=1Cl>O1CCOCC1>[CH:15]([C:10]1[CH:11]=[CH:12][CH:13]=[C:14]2[C:9]=1[CH:8]=[C:7]([C:17]([O:19][CH2:20][CH3:21])=[O:18])[N:6]2[CH2:5][C:4]1[CH:22]=[CH:23][C:24]([Cl:25])=[C:2]([Cl:1])[CH:3]=1)=[O:16]. Product: C(=O)C1=C2C=C(N(C2=CC=C1)CC1=CC(=C(C=C1)Cl)Cl)C(=O)OCC (Ethyl 4-formyl-N-(3,4-dichlorobenzyl)indole-2-carboxylate). Solvent: O1CCOCC1 (dioxane). The reactants are ClC=1C=C(CN2C(=CC3=C(C=CC=C23)CO)C(=O)OCC)C=CC1Cl (Ethyl N-(3,4-dichlorobenzyl)-4-hydroxymethylindole-2-carboxylate), ClC=1C(C(=C(C(C1Cl)=O)C#N)C#N)=O (2,3-dichloro-5,6-dicyanobenzoquinone). Reactants: O=C([O-])[O-], COC(=O)C1=Cc2cc(OCc3cccc(OC)c3)ccc2S(=O)(=O)CC1, CCOC(C)=O, Cl, [K+], [K+]. Yields the product COc1cccc(COc2ccc3c(c2)C=C(C(=O)O)CCS3(=O)=O)c1. RXN SMILES: [C:28](=[O:29])([O-:30])[O-:31].[CH3:1][O:2][c:3]1[cH:4][c:5]([CH2:6][O:7][c:8]2[cH:9][cH:10][c:11]3[c:12]([cH:24]2)[CH:13]=[C:14]([C:20](=[O:21])[O:22][CH3:23])[CH2:15][CH2:16][S:17]3(=[O:18])=[O:19])[cH:25][cH:26][cH:27]1.[CH3:35][CH2:36][O:37][C:38](=[O:39])[CH3:40].[ClH:34].[K+:32].[K+:33]>>[CH3:1][O:2][c:3]1[cH:4][c:5]([CH2:6][O:7][c:8]2[cH:9][cH:10][c:11]3[c:12]([cH:24]2)[CH:13]=[C:14]([C:20](=[O:21])[OH:22])[CH2:15][CH2:16][S:17]3(=[O:18])=[O:19])[cH:25][cH:26][cH:27]1.